The task is: describe an organic reaction: reactants, conditions, products, and yield. This data is from the Open Reaction Database (ORD), a public repository of structured organic reaction records. Procedure: In 60 ml of ethanol was dissolved 5.22 g of ethyl 4-[2-(N-tert-butoxycarbonyl-N-methoxycarbonylaminomethyl)cyclopropyl]-2,3,5-trifluorobenzoate. To the resulting solution was added 60 ml of a 1N aqueous sodium hydroxide solution. The resulting mixture was stirred at room temperature for 2 hours. To the reaction mixture was added 60 ml of water and the resulting mixture was adjusted to pH 8 with 6N hydrochloric acid. Then, 150 ml of ethyl acetate was added thereto. The aqueous layer was separated... Reaction conditions: time 2 hour. The reactants are C(C)(C)(C)OC(=O)N(C(=O)OC)CC1C(C1)C1=C(C(=C(C(=O)OCC)C=C1F)F)F (ethyl 4-[2-(N-tert-butoxycarbonyl-N-methoxycarbonylaminomethyl)cyclopropyl]-2,3,5-trifluorobenzoate), Cl (hydrochloric acid), [OH-].[Na+] (sodium hydroxide), O (water). Yields the product C(C)(C)(C)OC(=O)NCC1C(C1)C1=C(C(=C(C(=O)O)C=C1F)F)F (4-(2-tert-butoxycarbonylaminomethylcyclopropyl)-2,3,5-trifluorobenzoic acid). As a reaction SMILES: [C:1]([O:5][C:6]([N:8]([CH2:13][CH:14]1[CH2:16][CH:15]1[C:17]1[C:27]([F:28])=[CH:26][C:20]([C:21]([O:23]CC)=[O:22])=[C:19]([F:29])[C:18]=1[F:30])C(OC)=O)=[O:7])([CH3:4])([CH3:3])[CH3:2].[OH-].[Na+].O.Cl>C(O)C.C(OCC)(=O)C>[C:1]([O:5][C:6]([NH:8][CH2:13][CH:14]1[CH2:16][CH:15]1[C:17]1[C:27]([F:28])=[CH:26][C:20]([C:21]([OH:23])=[O:22])=[C:19]([F:29])[C:18]=1[F:30])=[O:7])([CH3:4])([CH3:2])[CH3:3] |f:1.2|. The yield is 98.1%. Run in C(C)O (ethanol), C(C)(=O)OCC (ethyl acetate).